This data is from the Open Reaction Database (ORD), a public repository of structured organic reaction records. The task is: describe an organic reaction: reactants, conditions, products, and yield As a reaction SMILES: C(O[C:6]([N:8]1[CH2:13][CH2:12][CH:11]([N:14]2[CH:18]=[C:17]([C:19]3[CH:20]=[N:21][CH:22]=[C:23]([C:25]4[C:34]5[C:29](=[N:30][CH:31]=[CH:32][CH:33]=5)[N:28]=[C:27]([C:35]5[CH:40]=[CH:39][CH:38]=[CH:37][C:36]=5[F:41])[CH:26]=4)[CH:24]=3)[CH:16]=[N:15]2)[CH2:10][CH2:9]1)=O)(C)(C)C.C=O>C(O)=O>[F:41][C:36]1[CH:37]=[CH:38][CH:39]=[CH:40][C:35]=1[C:27]1[CH:26]=[C:25]([C:23]2[CH:22]=[N:21][CH:20]=[C:19]([C:17]3[CH:16]=[N:15][N:14]([CH:11]4[CH2:12][CH2:13][N:8]([CH3:6])[CH2:9][CH2:10]4)[CH:18]=3)[CH:24]=2)[C:34]2[C:29](=[N:30][CH:31]=[CH:32][CH:33]=2)[N:28]=1. Procedure: A solution of 286 mg (0.52 mmol) 4-(4-{5-[2-(2-fluoro-phenyl)-[1,8]naphthyridin-4-yl]-pyridin-3-yl}-pyrazol-1-yl)-piperidine-1-carboxylic acid tert-butyl ester (synthesis see example 8) in 1.7 ml formic acid was treated with 124 mg (1.56 mmol) 35% aqueous formaldehyde solution and heated to 80° C. The reaction mixture was stirred at this temperature for two hours. The volume of the reaction mixture was reduced under vacuum and the residue was partitioned between 2 N NaOH and dichloromethane. The... Run at temperature 80 celsius, time 2 hour. Run in C(=O)O (formic acid). Starting materials: C(C)(C)(C)OC(=O)N1CCC(CC1)N1N=CC(=C1)C=1C=NC=C(C1)C1=CC(=NC2=NC=CC=C12)C1=C(C=CC=C1)F (4-(4-{5-[2-(2-fluoro-phenyl)-[1,8]naphthyridin-4-yl]-pyridin-3-yl}-pyrazol-1-yl)-piperidine-1-carboxylic acid tert-butyl ester), C=O (formaldehyde). Yields the product FC1=C(C=CC=C1)C1=NC2=NC=CC=C2C(=C1)C=1C=NC=C(C1)C=1C=NN(C1)C1CCN(CC1)C (2-(2-fluoro-phenyl)-4-{5-[1-(1-methyl-piperidin-4-yl)-1H-pyrazol-4-yl]-pyridin-3-yl}-[1,8]naphthyridine). The reactants are [OH-].[Na+] (NaOH), CN(C1=CC(=CC=C1)N)C (N,N-dimethyl-meta-phenylene-diamine), Cl (HCl), C(\C=C\C)=O (Crotonaldehyde). Run in C1(=CC=CC=C1)C (toluene). Yields the product CN(C1=CC=C2C=CC(=NC2=C1)C)C (N,N,2-Trimethylquinolin-7-amine). Isolated yield 42.1%. As a reaction SMILES: [CH3:1][N:2]([CH3:10])[C:3]1[CH:8]=[CH:7][CH:6]=[C:5]([NH2:9])[CH:4]=1.Cl.[CH:12](=O)/[CH:13]=[CH:14]/[CH3:15].[OH-].[Na+]>C1(C)C=CC=CC=1>[CH3:1][N:2]([CH3:10])[C:3]1[CH:4]=[C:5]2[C:6]([CH:12]=[CH:13][C:14]([CH3:15])=[N:9]2)=[CH:7][CH:8]=1 |f:3.4|. Reported procedure: Referring to FIG. 21, a mixture of N,N-dimethyl-meta-phenylene-diamine (800 mg, 3.8 mmol) and 6 N HCl (12 mL) was stirred at reflux. Crotonaldehyde (0.31 mL, 3.8 mmol) dissolved in toluene (1 mL) was added dropwise to the purple solution. The reaction mixture was stirred for 2 h, cooled and neutralized with solid NaOH, and extracted with toluene, then chloroform (×5). The extracts were combined, dried over Na2SO4 and evaporated to dryness. The residue was purified by column chromatography (EtOAc... Starting materials: COC1=C(C(=O)N2[C@@H](C(NC3=CC=C(C=C23)F)=O)CC)C=CC(=C1)OC ((3R)-4-(2,4-Dimethoxybenzoyl)-3-ethyl-6-fluoro-3,4-dihydroquinoxalin-2(1H)-one), C(C)[C@@H]1C(N(C2=CC(=CC=C2N1C(C1=CC=C(C=C1)OC)=O)F)C)=O ((3R)-3-ethyl-7-fluoro-4-(4-methoxybenzoyl)-1-methyl-3,4-dihydroquinoxalin-2(1H)-one). Product: COC1=C(C(=O)N2[C@@H](C(N(C3=CC=C(C=C23)F)C)=O)CC)C=CC(=C1)OC ((3R)-4-(2,4-dimethoxybenzoyl)-3-ethyl-6-fluoro-1-methyl-3,4-dihydroquinoxalin-2(1H)-one). Isolated yield 78.0%. RXN SMILES: [CH3:1][O:2][C:3]1[CH:24]=[C:23]([O:25][CH3:26])[CH:22]=[CH:21][C:4]=1[C:5]([N:7]1[C:16]2[C:11](=[CH:12][CH:13]=[C:14]([F:17])[CH:15]=2)[NH:10][C:9](=[O:18])[C@H:8]1[CH2:19][CH3:20])=[O:6].[CH2:27]([C@H]1N(C(=O)C2C=CC(OC)=CC=2)C2C(=CC(F)=CC=2)N(C)C1=O)C>>[CH3:1][O:2][C:3]1[CH:24]=[C:23]([O:25][CH3:26])[CH:22]=[CH:21][C:4]=1[C:5]([N:7]1[C:16]2[C:11](=[CH:12][CH:13]=[C:14]([F:17])[CH:15]=2)[N:10]([CH3:27])[C:9](=[O:18])[C@H:8]1[CH2:19][CH3:20])=[O:6]. Procedure details: (3R)-4-(2,4-Dimethoxybenzoyl)-3-ethyl-6-fluoro-3,4-dihydroquinoxalin-2(1H)-one (see Example 18) was treated according to the procedure for the preparation of (3R)-3-ethyl-7-fluoro-4-(4-methoxybenzoyl)-1-methyl-3,4-dihydroquinoxalin-2(1H)-one (see Example 1) to yield (3R)-4-(2,4-dimethoxybenzoyl)-3-ethyl-6-fluoro-1-methyl-3,4-dihydroquinoxalin-2(1H)-one (78%). The solvent is O (water), C(C)(=O)OCC (ethyl acetate). Procedure: To a solution of N-tert-butoxycarbonyl-3(S)-amino-2(R)-hydroxy-4-phenyl-1-methanesulfonyloxybutane(the 2-hydroxy-1-sulfonate compound:the 1-hydroxy-2-sulfonate compound:the diol compound:the 1,2-disulfonate compound=97.1:0.1:0.4:2.3 according to the HPLC area ratio) 50 g dissolved in ethyl acetate 510 ml was added 28% sodium methylate methanol solution 58.2 g under ice-cooling and stirred for 10 min. The reaction solution was diluted with water and adjusted with 6N-HCl to pH7 to separate an orga... RXN SMILES: [C:1]([O:5][C:6]([NH:8][C@@H:9]([CH2:18][C:19]1[CH:24]=[CH:23][CH:22]=[CH:21][CH:20]=1)[C@@H:10]([OH:17])[CH2:11]OS(C)(=O)=O)=[O:7])([CH3:4])([CH3:3])[CH3:2].Cl>C(OCC)(=O)C.O>[C:1]([O:5][C:6]([NH:8][C@@H:9]([CH2:18][C:19]1[CH:24]=[CH:23][CH:22]=[CH:21][CH:20]=1)[C@H:10]1[O:17][CH2:11]1)=[O:7])([CH3:4])([CH3:3])[CH3:2]. Conditions: temperature -20 celsius, time 10 minute. Starting materials: Cl (HCl), sodium methylate methanol, C(C)(C)(C)OC(=O)N[C@H]([C@H](COS(=O)(=O)C)O)CC1=CC=CC=C1 (N-tert-butoxycarbonyl-3(S)-amino-2(R)-hydroxy-4-phenyl-1-methanesulfonyloxybutane), 2-hydroxy-1-sulfonate, 1-hydroxy-2-sulfonate, diol. Product: C(C)(C)(C)OC(=O)N[C@H]([C@@H]1CO1)CC1=CC=CC=C1 (N-tert-butoxycarbonyl-3(S)-amino-1,2(R)-epoxy-4-phenylbutane). Reactants: CCOC(=O)CBr, O=C([O-])[O-], [K+], [K+], CN(C)C=O, Oc1ccc(S)cc1. The product is CCOC(=O)CSc1ccc(O)cc1. RXN SMILES: [Br:1][CH2:2][C:3](=[O:4])[O:5][CH2:6][CH3:7].[C:8](=[O:9])([O-:10])[O-:11].[K+:12].[K+:13].[O:22]=[CH:23][N:24]([CH3:25])[CH3:26].[SH:14][c:15]1[cH:16][cH:17][c:18]([OH:21])[cH:19][cH:20]1>>[CH2:2]([C:3](=[O:4])[O:5][CH2:6][CH3:7])[S:14][c:15]1[cH:16][cH:17][c:18]([OH:21])[cH:19][cH:20]1. Reactants: c1ccc2nc(N3CCNCC3)ccc2c1, O=C(NCc1ccccn1)C1(CCCCBr)c2ccccc2-c2ccccc21. Yields the product O=C(NCc1ccccn1)C1(CCCCN2CCN(c3ccc4ccccc4n3)CC2)c2ccccc2-c2ccccc21. As a reaction SMILES: [N:29]1([c:35]2[n:36][c:37]3[cH:38][cH:39][cH:40][cH:41][c:42]3[cH:43][cH:44]2)[CH2:30][CH2:31][NH:32][CH2:33][CH2:34]1.[n:1]1[c:2]([CH2:7][NH:8][C:9](=[O:10])[C:11]2([CH2:24][CH2:25][CH2:26][CH2:27][Br:28])[c:12]3[cH:13][cH:14][cH:15][cH:16][c:17]3-[c:18]3[cH:19][cH:20][cH:21][cH:22][c:23]32)[cH:3][cH:4][cH:5][cH:6]1>>[n:1]1[c:2]([CH2:7][NH:8][C:9](=[O:10])[C:11]2([CH2:24][CH2:25][CH2:26][CH2:27][N:32]3[CH2:31][CH2:30][N:29]([c:35]4[n:36][c:37]5[cH:38][cH:39][cH:40][cH:41][c:42]5[cH:43][cH:44]4)[CH2:34][CH2:33]3)[c:12]3[cH:13][cH:14][cH:15][cH:16][c:17]3-[c:18]3[cH:19][cH:20][cH:21][cH:22][c:23]32)[cH:3][cH:4][cH:5][cH:6]1.